This data is from the Open Reaction Database (ORD), a public repository of structured organic reaction records. The task is: describe an organic reaction: reactants, conditions, products, and yield The reactants are C(C)(C)(C)OC(N[C@@H](C)C1=CC(=CC=C1)N1CC(OCC1)C)=O ((S)-{1-[3-(2-methyl-morpholin-4-yl)-phenyl]-ethyl}-carbamic acid tert-butyl ester), Cl (hydrochloric acid). The solvent is CO (methanol). Yields the product Cl.CC1CN(CCO1)C=1C=C(C=CC1)[C@H](C)N ((S)-1-[3-(2-methyl-morpholin-4-yl)-phenyl]-ethylamine Hydrochloric acid Salt). As a reaction SMILES: C(OC(=O)[NH:7][C@H:8]([C:10]1[CH:15]=[CH:14][CH:13]=[C:12]([N:16]2[CH2:21][CH2:20][O:19][CH:18]([CH3:22])[CH2:17]2)[CH:11]=1)[CH3:9])(C)(C)C.[ClH:24]>CO>[ClH:24].[CH3:22][CH:18]1[O:19][CH2:20][CH2:21][N:16]([C:12]2[CH:11]=[C:10]([C@@H:8]([NH2:7])[CH3:9])[CH:15]=[CH:14][CH:13]=2)[CH2:17]1 |f:3.4|. Procedure details: The solution of (S)-{1-[3-(2-methyl-morpholin-4-yl)-phenyl]-ethyl}-carbamic acid tert-butyl ester (2.62 g, 8.19 mmol), and hydrochloric acid (1.0M solution in diethyl ether) (12.3 ml, 3eq) in methanol (25 ml) was stirred at room temperature overnight. Concentrated under vacuum and 2.43 g of hydrochloric acid salt of (S)-1-[3-(2-methyl-morpholin-4-yl)-phenyl]-ethylamine was obtained as yellow solid (quantitative yield). Reaction conditions: time 8 hour. The reactants are C1(=C(C=CC=C1)N)N (o-phenylenediamine), C1(=CC=CC=C1)C(O)=N (benzene carboximidoic acid), methyl ester hydrochloride, C(C)(=O)O (acetic acid). Reported procedure: A mixture of 324 g (0.3 mol) of o-phenylenediamine, 67.5 g (0.36 mol) of benzene carboximidoic acid, 4 hydroxy-, methyl ester hydrochloride and 450 ml of glacial acetic acid was stirred at reflux for two hours. After standing overnight at room temperature the hydrochloride salt of the benzimidazole was collected by filtration, washed with acetic acid, and finally ether. The hydrochloride salt of the product was suspended in 450 ml of dilute ammonium hydroxide, stirred for one hour at room temper... The yield is 73.0%. Product: N1C(=NC2=C1C=CC=C2)C2=CC=C(C=C2)O (4-(1H-benzimidazol-2-yl)phenol). RXN SMILES: [C:1]1([NH2:8])[CH:6]=[CH:5][CH:4]=[CH:3][C:2]=1[NH2:7].[C:9]1([C:15](=N)O)[CH:14]=[CH:13][CH:12]=[CH:11][CH:10]=1.C(O)(=[O:20])C>>[NH:7]1[C:2]2[CH:3]=[CH:4][CH:5]=[CH:6][C:1]=2[N:8]=[C:15]1[C:9]1[CH:14]=[CH:13][C:12]([OH:20])=[CH:11][CH:10]=1.